This data is from the Open Reaction Database (ORD), a public repository of structured organic reaction records. The task is: describe an organic reaction: reactants, conditions, products, and yield The reactants are O=[N+]([O-])c1cnc(Cl)c(Cl)c1, [H-], [Na+], C1CCOC1, OC(C(F)(F)F)C(F)(F)F. Product: O=[N+]([O-])c1cnc(OC(C(F)(F)F)C(F)(F)F)c(Cl)c1. RXN SMILES: [Cl:13][c:14]1[n:15][cH:16][c:17]([N+:21](=[O:22])[O-:23])[cH:18][c:19]1[Cl:20].[H-:1].[Na+:2].[O:24]1[CH2:25][CH2:26][CH2:27][CH2:28]1.[OH:3][CH:4]([C:5]([F:6])([F:7])[F:8])[C:9]([F:10])([F:11])[F:12]>>[O:3]([CH:4]([C:5]([F:6])([F:7])[F:8])[C:9]([F:10])([F:11])[F:12])[c:14]1[n:15][cH:16][c:17]([N+:21](=[O:22])[O-:23])[cH:18][c:19]1[Cl:20]. Starting materials: compound, ClC1=C(C=CC(=C1)Cl)C1=CC2=C(N(C3=CC=C(C=C23)C=2NN=CC2)C)N(C1=O)C (3-(2,4-dichlorophenyl)-1,9-dimethyl-6-(2H-pyrazol-3-yl)-1,9-dihydropyrido[2,3-b]indol-2-one), CN(S(=O)(=O)Cl)C (dimethyl sulphamoyl chloride). The product is CN(S(=O)(=O)N1N=C(C=C1)C=1C=C2C3=C(N(C2=CC1)C)N(C(C(=C3)C3=C(C=C(C=C3)Cl)Cl)=O)C)C (3-[3-(2,4-Dichlorophenyl)-1,9-dimethyl-2-oxo-2,9-dihydro-1H-pyrido[2,3-b]indol-6-yl]pyrazole-1-sulphonic acid dimethylamide). RXN SMILES: [Cl:1][C:2]1[CH:7]=[C:6]([Cl:8])[CH:5]=[CH:4][C:3]=1[C:9]1[C:27](=[O:28])[N:26]([CH3:29])[C:12]2[N:13]([CH3:25])[C:14]3[C:19]([C:11]=2[CH:10]=1)=[CH:18][C:17]([C:20]1[NH:21][N:22]=[CH:23][CH:24]=1)=[CH:16][CH:15]=3.[CH3:30][N:31]([CH3:36])[S:32](Cl)(=[O:34])=[O:33]>>[CH3:30][N:31]([CH3:36])[S:32]([N:22]1[CH:23]=[CH:24][C:20]([C:17]2[CH:18]=[C:19]3[C:14](=[CH:15][CH:16]=2)[N:13]([CH3:25])[C:12]2[N:26]([CH3:29])[C:27](=[O:28])[C:9]([C:3]4[CH:4]=[CH:5][C:6]([Cl:8])=[CH:7][C:2]=4[Cl:1])=[CH:10][C:11]3=2)=[N:21]1)(=[O:34])=[O:33]. Procedure: The process is carried out as indicated in Example 99 above, with the compound from Example 39, 3-(2,4-dichlorophenyl)-1,9-dimethyl-6-(2H-pyrazol-3-yl)-1,9-dihydropyrido[2,3-b]indol-2-one, and dimethyl sulphamoyl chloride. Starting materials: ClC=1C=C(C=O)C=CC1C1CCCCC1 (3-chloro-4-cyclohexyl-benzaldehyde), CC(=O)C (acetone), CO (methanol), [OH-].[K+] (potassium hydroxide). Solvent: O (water). Product: ClC=1C=C(C=CC1C1CCCCC1)/C=C/C(C)=O ((E)-4-(3-Chloro-4-cyclohexyl-phenyl)-3-butene-2-one). The yield is 40.0%. As a reaction SMILES: [Cl:1][C:2]1[CH:3]=[C:4]([CH:7]=[CH:8][C:9]=1[CH:10]1[CH2:15][CH2:14][CH2:13][CH2:12][CH2:11]1)[CH:5]=O.[CH3:16][C:17]([CH3:19])=[O:18].CO.[OH-].[K+]>O>[Cl:1][C:2]1[CH:3]=[C:4](/[CH:5]=[CH:16]/[C:17](=[O:18])[CH3:19])[CH:7]=[CH:8][C:9]=1[CH:10]1[CH2:15][CH2:14][CH2:13][CH2:12][CH2:11]1 |f:3.4|. Procedure: 222.72 Gm (1.0 mol) of 3-chloro-4-cyclohexyl-benzaldehyde, 3,500 gm (60.3 mols) of acetone and 200 ml of methanol were charged into a 6-liter three-necked flask equipped with a stirrer, dropping funnel and internal thermometer. While thoroughly stirring the contents of the flask, a solution of 2.805 gm (0.05 mol) of potassium hydroxide in 16 ml of water was added dropwise thereto, while an internal temperature of 20° to 25°C was maintained. The mixture was then stirred for 3 hours more. The prec... The reactants are CN(Cc1nc(C2CC(c3ccc(C(F)(F)F)cc3)CN(C(=O)N3CCOCC3)C2)no1)C(=O)OC(C)(C)C, Cl, C1COCCO1. Product: CNCc1nc(C2CC(c3ccc(C(F)(F)F)cc3)CN(C(=O)N3CCOCC3)C2)no1, Cl. Reaction SMILES: [CH3:2][N:3]([C:4](=[O:5])[O:6][C:7]([CH3:8])([CH3:9])[CH3:10])[CH2:11][c:12]1[n:13][c:14]([CH:17]2[CH2:18][N:19]([C:33](=[O:34])[N:35]3[CH2:36][CH2:37][O:38][CH2:39][CH2:40]3)[CH2:20][CH:21]([c:23]3[cH:24][cH:25][c:26]([C:29]([F:30])([F:31])[F:32])[cH:27][cH:28]3)[CH2:22]2)[n:15][o:16]1.[ClH:1].[O:41]1[CH2:42][CH2:43][O:44][CH2:45][CH2:46]1>>[CH3:2][NH:3][CH2:11][c:12]1[n:13][c:14]([CH:17]2[CH2:18][N:19]([C:33](=[O:34])[N:35]3[CH2:36][CH2:37][O:38][CH2:39][CH2:40]3)[CH2:20][CH:21]([c:23]3[cH:24][cH:25][c:26]([C:29]([F:30])([F:31])[F:32])[cH:27][cH:28]3)[CH2:22]2)[n:15][o:16]1.[ClH:1]. The reactants are O=C([O-])[O-], CCC1(C)NC(=O)NC1=O, CN(C)C=O, ClCCCl, [K+], [K+]. Yields the product CCC1(C)NC(=O)N(CCCl)C1=O. As a reaction SMILES: [C:11](=[O:12])([O-:13])[O-:14].[CH3:1][C:2]1([CH2:9][CH3:10])[C:3](=[O:8])[NH:4][C:5](=[O:7])[NH:6]1.[CH3:21][N:22]([CH3:23])[CH:24]=[O:25].[Cl:17][CH2:18][CH2:19][Cl:20].[K+:15].[K+:16]>>[CH3:1][C:2]1([CH2:9][CH3:10])[C:3](=[O:8])[N:4]([CH2:19][CH2:18][Cl:17])[C:5](=[O:7])[NH:6]1. Starting materials: [H-].[Na+] (NaH), ClC=1C=C(C(=O)OC)C=CC1 (methyl 3-chlorobenzoate), OC1=CC=C(C=CC(C)=O)C=C1 (4-hydroxybenzylideneacetone). Run in CN(C)C=O (DMF). The product is ClC=1C=C(C=CC1)C(\C=C(\C=C\C1=CC=C(C=C1)O)/O)=O ((2Z,4E)-1-(3-Chlorophenyl)-3-hydroxy-5-(4-hydroxyphenyl)penta-2,4-dien-1-one). Isolated yield 60.1%. As a reaction SMILES: [H-].[Na+].[Cl:3][C:4]1[CH:5]=[C:6]([CH:11]=[CH:12][CH:13]=1)[C:7]([O:9]C)=O.[OH:14][C:15]1[CH:25]=[CH:24][C:18]([CH:19]=[CH:20][C:21](=[O:23])[CH3:22])=[CH:17][CH:16]=1>CN(C=O)C>[Cl:3][C:4]1[CH:5]=[C:6]([C:7](=[O:9])/[CH:22]=[C:21](\[OH:23])/[CH:20]=[CH:19]/[C:18]2[CH:17]=[CH:16][C:15]([OH:14])=[CH:25][CH:24]=2)[CH:11]=[CH:12][CH:13]=1 |f:0.1|. Procedure: NaH (60% dispersion, 0.477 g, 11.9 mmol) was added to a solution of methyl 3-chlorobenzoate (0.677 g, 3.97 mmol) and 4-hydroxybenzylideneacetone (0.644 g, 3.97 mmol) in anhydrous DMF (20 mL) at 0° C. The reaction was allowed to warm to room temperature overnight and quenched with saturated aqueous NH4Cl and neutralized with 1M HCl. The reaction was diluted with ethyl acetate (80 mL) and the organic layer washed successively with saturated aqueous NaHCO3 and brine. The organic phase was separated...